Dataset: the Open Reaction Database (ORD), a public repository of structured organic reaction records. Task: describe an organic reaction: reactants, conditions, products, and yield Starting materials: C=CC1(CO)OC(OC2C(COCc3ccccc3)OC(OC)C(OCc3ccccc3)C2OCc2ccccc2)C(OC(C)=O)C(OC)C1O, Cc1ccc(S(=O)(=O)Cl)cc1, c1ccncc1. The product is C=CC1(COS(=O)(=O)c2ccc(C)cc2)OC(OC2C(COCc3ccccc3)OC(OC)C(OCc3ccccc3)C2OCc2ccccc2)C(OC(C)=O)C(OC)C1O. As a reaction SMILES: [CH2:1]([c:2]1[cH:3][cH:4][cH:5][cH:6][cH:7]1)[O:8][CH:9]1[CH:10]([O:11][CH3:12])[O:13][CH:14]([CH2:43][O:44][CH2:45][c:46]2[cH:47][cH:48][cH:49][cH:50][cH:51]2)[CH:15]([O:25][CH:26]2[CH:27]([O:28][C:29]([CH3:30])=[O:31])[CH:32]([O:33][CH3:34])[CH:35]([OH:36])[C:37]([CH2:39][OH:40])([CH:41]=[CH2:42])[O:38]2)[CH:16]1[O:17][CH2:18][c:19]1[cH:20][cH:21][cH:22][cH:23][cH:24]1.[S:52](=[O:53])(=[O:54])([c:55]1[cH:56][cH:57][c:58]([CH3:59])[cH:60][cH:61]1)[Cl:62].[cH:63]1[cH:64][cH:65][n:66][cH:67][cH:68]1>>[CH2:1]([c:2]1[cH:3][cH:4][cH:5][cH:6][cH:7]1)[O:8][CH:9]1[CH:10]([O:11][CH3:12])[O:13][CH:14]([CH2:43][O:44][CH2:45][c:46]2[cH:47][cH:48][cH:49][cH:50][cH:51]2)[CH:15]([O:25][CH:26]2[CH:27]([O:28][C:29]([CH3:30])=[O:31])[CH:32]([O:33][CH3:34])[CH:35]([OH:36])[C:37]([CH2:39][O:40][S:52](=[O:53])(=[O:54])[c:55]3[cH:56][cH:57][c:58]([CH3:59])[cH:60][cH:61]3)([CH:41]=[CH2:42])[O:38]2)[CH:16]1[O:17][CH2:18][c:19]1[cH:20][cH:21][cH:22][cH:23][cH:24]1. Starting materials: CO, Cl, CC(C)C(O)(c1ccc(-c2ccc(F)cc2)cc1)c1cn(C(c2ccccc2)(c2ccccc2)c2ccccc2)cn1, c1ccncc1. Yields the product CC(C)C(O)(c1ccc(-c2ccc(F)cc2)cc1)c1c[nH]cn1. RXN SMILES: [CH3:50][OH:51].[ClH:43].[F:1][c:2]1[cH:3][cH:4][c:5](-[c:8]2[cH:9][cH:10][c:11]([C:14]([CH:15]([CH3:16])[CH3:17])([OH:18])[c:19]3[n:20][cH:21][n:22]([C:24]([c:25]4[cH:26][cH:27][cH:28][cH:29][cH:30]4)([c:31]4[cH:32][cH:33][cH:34][cH:35][cH:36]4)[c:37]4[cH:38][cH:39][cH:40][cH:41][cH:42]4)[cH:23]3)[cH:12][cH:13]2)[cH:6][cH:7]1.[n:44]1[cH:45][cH:46][cH:47][cH:48][cH:49]1>>[F:1][c:2]1[cH:3][cH:4][c:5](-[c:8]2[cH:9][cH:10][c:11]([C:14]([CH:15]([CH3:16])[CH3:17])([OH:18])[c:19]3[n:20][cH:21][nH:22][cH:23]3)[cH:12][cH:13]2)[cH:6][cH:7]1. Starting materials: C(C(C)(C)C)OC1=C(C(=NC(=N1)N1CCNCC1)N1CCSCC1)[N+](=O)[O-] (6-neopentyloxy-5-nitro-2-piperazino-4-thiomorpholino-pyrimidine), Cl (hydrochloric acid), [OH-].[Na+] (sodium hydroxide), OO (hydrogen peroxide). The solvent is O (water). Run at time 24 hour. The product is C(C(C)(C)C)OC1=C(C(=NC(=N1)N1CCNCC1)N1CCS(CC1)=O)[N+](=O)[O-] (6-Neopentyloxy-5-nitro-4-(1-oxido-thiomorpholino)-2-piperazino-pyrimidine). As a reaction SMILES: [CH2:1]([O:6][C:7]1[N:12]=[C:11]([N:13]2[CH2:18][CH2:17][NH:16][CH2:15][CH2:14]2)[N:10]=[C:9]([N:19]2[CH2:24][CH2:23][S:22][CH2:21][CH2:20]2)[C:8]=1[N+:25]([O-:27])=[O:26])[C:2]([CH3:5])([CH3:4])[CH3:3].Cl.[OH:29]O.[OH-].[Na+]>O>[CH2:1]([O:6][C:7]1[N:12]=[C:11]([N:13]2[CH2:18][CH2:17][NH:16][CH2:15][CH2:14]2)[N:10]=[C:9]([N:19]2[CH2:20][CH2:21][S:22](=[O:29])[CH2:23][CH2:24]2)[C:8]=1[N+:25]([O-:27])=[O:26])[C:2]([CH3:5])([CH3:4])[CH3:3] |f:3.4|. Procedure details: 4.5 gm (0.011 mol) of 6-neopentyloxy-5-nitro-2-piperazino-4-thiomorpholino-pyrimidine were suspended in a mixture of 60 ml of water and 11.4 ml (0.022 mol) of 2 N hydrochloric acid. 1.66 gm (0.011 mol) of 30% hydrogen peroxide were added to the suspension, and the mixture was stirred for 24 hours at room temperature, whereby a clear solution was obtained. The solution was made alkaline by careful addition of 12 ml of 2 N sodium hydroxide, and the yellow precipitate formed thereby was suction-fil...